The task is: describe an organic reaction: reactants, conditions, products, and yield. This data is from the Open Reaction Database (ORD), a public repository of structured organic reaction records. The reactants are CC(C)CCCNC(=O)c1ccc(N2CCNCC2)nn1, O=C(Cl)c1cc(F)ccc1C(F)(F)F. The product is CC(C)CCCNC(=O)c1ccc(N2CCN(C(=O)c3cc(F)ccc3C(F)(F)F)CC2)nn1. As a reaction SMILES: [CH3:15][CH:16]([CH2:17][CH2:18][CH2:19][NH:20][C:21](=[O:22])[c:23]1[n:24][n:25][c:26]([N:29]2[CH2:30][CH2:31][NH:32][CH2:33][CH2:34]2)[cH:27][cH:28]1)[CH3:35].[F:1][c:2]1[cH:3][cH:4][c:5]([C:11]([F:12])([F:13])[F:14])[c:6]([C:7](=[O:8])[Cl:9])[cH:10]1>>[F:1][c:2]1[cH:3][cH:4][c:5]([C:11]([F:12])([F:13])[F:14])[c:6]([C:7](=[O:8])[N:32]2[CH2:31][CH2:30][N:29]([c:26]3[n:25][n:24][c:23]([C:21]([NH:20][CH2:19][CH2:18][CH2:17][CH:16]([CH3:15])[CH3:35])=[O:22])[cH:28][cH:27]3)[CH2:34][CH2:33]2)[cH:10]1. The reactants are C(#N)C(C(=O)OCC)=C(C(CC)CC)OC(C(C)(C)C)=O (ethyl 2-cyano-3-[(pivaloyl)oxy]-4-ethyl-2-hexenoate), N (ammonia). Run in C(C)#N (acetonitrile). Conditions: temperature 10 celsius, time 3 hour. Product: N\C(=C(/C(=O)OCC)\C#N)\C(CC)CC (Ethyl (2Z)-3-amino-2-cyano-4-ethyl-2-hexenoate). As a reaction SMILES: [C:1]([C:3](=[C:9](OC(=O)C(C)(C)C)[CH:10]([CH2:13][CH3:14])[CH2:11][CH3:12])[C:4]([O:6][CH2:7][CH3:8])=[O:5])#[N:2].[NH3:22]>C(#N)C>[NH2:22]/[C:9](/[CH:10]([CH2:13][CH3:14])[CH2:11][CH3:12])=[C:3](/[C:1]#[N:2])\[C:4]([O:6][CH2:7][CH3:8])=[O:5]. Reported procedure: 118.2 g (0.4 mol) of ethyl 2-cyano-3-[(pivaloyl)oxy]-4-ethyl-2-hexenoate were dissolved in acetonitrile and cooled to 10° C. At 10-15° C., 112 g (0.8 mol) of 25% strength ammonia solution were then added dropwise, and the mixture was stirred at 15° C. for 3 h. The organic phases is [sic] washed, dried and concentrated. Recrystallization with diisopropyl ether gave 57.5 g (68% of theory) of the title compound (m.p. 87° C.).